From a dataset of the Open Reaction Database (ORD), a public repository of structured organic reaction records. describe an organic reaction: reactants, conditions, products, and yield Reactants: COC1=CC=C(C=C1)N1C(O[C@H](C1)CN1CCC(CC1)OC1=CC(=CC=C1)OC)=O (3-p-methoxyphenyl-5(S)-[(4-m-methoxyphenoxypiperidino)methyl]-2-oxazolidinone), CS(=O)C (DMSO). Yields the product C1OC=2C=C(OC3CCNCC3)C=CC2O1 (4-(3,4-methylenedioxyphenoxy)piperidine). As a reaction SMILES: COC1C=CC(N2C[C@H](C[N:15]3[CH2:20][CH2:19][CH:18]([O:21][C:22]4[CH:27]=[CH:26][CH:25]=[C:24]([O:28][CH3:29])[CH:23]=4)[CH2:17][CH2:16]3)OC2=O)=CC=1.CS(C)=[O:33]>>[CH2:29]1[O:33][C:25]2[CH:26]=[CH:27][C:22]([O:21][CH:18]3[CH2:17][CH2:16][NH:15][CH2:20][CH2:19]3)=[CH:23][C:24]=2[O:28]1. Procedure details: 3-p-methoxyphenyl-5(S)-[(4-m-methoxyphenoxypiperidino)methyl]-2-oxazolidinone (hydrochloride), m.p. 208°-209°; [α]D =-29.1° (DMSO); The reactants are CS(=O)(=O)CCO (2-(methylsulfonyl)ethanol), C([O-])([O-])=O.[Na+].[Na+] (sodium carbonate), N1=CC=CC=C1 (pyridine). Solvent: C1(=CC=CC=C1)C (toluene). Conditions: time 2 hour. Yields the product C(C=C)(=O)OCCS(=O)(=O)C (2-(Methylsulfonyl)ethyl acrylate). As a reaction SMILES: [CH3:1][S:2]([CH2:5][CH2:6][OH:7])(=[O:4])=[O:3].[C:8](=[O:11])([O-])[O-].[Na+].[Na+].N1C=CC=[CH:16][CH:15]=1>C1(C)C=CC=CC=1>[C:8]([O:7][CH2:6][CH2:5][S:2]([CH3:1])(=[O:4])=[O:3])(=[O:11])[CH:15]=[CH2:16] |f:1.2.3|. Reported procedure: Fifty grams 2-(methylsulfonyl)ethanol, 500 mg BHT, 25.61 g sodium carbonate, 0.5 mL pyridine, and 200 mL toluene were combined in a dry 500 mL 3-neck round bottom flask. The flask was outfitted with a mechanical stirrer, a disposable pipet to act as a sparge tube, and addition funnel. Oxygen was bubbled into the solution via the pipet for 30 minutes, and then slowed to a bubble every few seconds. The flask was cooled in an ice-water bath and the pipet pulled out to bring the tip above the soluti... Reactants: BrC1=C(C2=CN(N=C2C=C1)C)/C=C/C#N ((2E)-3-(5-bromo-2-methyl-2H-indazol-4-yl)acrylonitrile), [I-].C[S+](=O)(C)C (trimethylsulfoxonium iodide), [H-].[Na+] (sodium hydride). Solvent: CS(=O)C (dimethyl sulfoxide), CS(=O)C (dimethyl sulfoxide), C(C)(=O)OCC (ethyl acetate). Conditions: time 1 hour. Product: BrC1=C(C2=CN(N=C2C=C1)C)C1C(C1)C#N (2-(5-bromo-2-methyl-2H-indazol-4-yl)cyclopropanecarbonitrile). Isolated yield 44.4%. Reaction SMILES: [H-].[Na+].[I-].[CH3:4][S+](C)(C)=O.[Br:9][C:10]1[CH:18]=[CH:17][C:16]2[C:12](=[CH:13][N:14]([CH3:19])[N:15]=2)[C:11]=1/[CH:20]=[CH:21]/[C:22]#[N:23]>CS(C)=O.C(OCC)(=O)C>[Br:9][C:10]1[CH:18]=[CH:17][C:16]2[C:12](=[CH:13][N:14]([CH3:19])[N:15]=2)[C:11]=1[CH:20]1[CH2:4][CH:21]1[C:22]#[N:23] |f:0.1,2.3|. Reported procedure: To a suspension of sodium hydride (19.6 mg, 0.490 mmol) in dimethyl sulfoxide (2 mL) was added trimethylsulfoxonium iodide (117 mg, 0.531 mmol) at room temperature, and the mixture was stirred at room temperature for 1 hr. Thereto was added a solution of (2E)-3-(5-bromo-2-methyl-2H-indazol-4-yl)acrylonitrile (107 mg, 0.408 mmol) in dimethyl sulfoxide (2 mL), and the mixture was stirred for 48 hr. The reaction mixture was diluted with ethyl acetate, washed with saturated aqueous sodium hydrogen c... Starting materials: NC=1SC=NN1 (2-amino-1,3,4-thiadiazole), C(CCCCC)C1=CC=C(C=C1)S(=O)(=O)Cl (p-hexylbenzenesulfonyl chloride), O (Water). The solvent is N1=CC=CC=C1 (pyridine). Conditions: time 16 hour. The product is C(CCCCC)C1=CC=C(C=C1)S(=O)(=O)NC=1SC=NN1 (4-Hexyl-N-(1,3,4-thiadiazol-2-yl)benzenesulfonamide). Yield: 57.9%. Reaction SMILES: [NH2:1][C:2]1[S:3][CH:4]=[N:5][N:6]=1.[CH2:7]([C:13]1[CH:18]=[CH:17][C:16]([S:19](Cl)(=[O:21])=[O:20])=[CH:15][CH:14]=1)[CH2:8][CH2:9][CH2:10][CH2:11][CH3:12].O>N1C=CC=CC=1>[CH2:7]([C:13]1[CH:14]=[CH:15][C:16]([S:19]([NH:1][C:2]2[S:3][CH:4]=[N:5][N:6]=2)(=[O:21])=[O:20])=[CH:17][CH:18]=1)[CH2:8][CH2:9][CH2:10][CH2:11][CH3:12]. Procedure: To a stirred solution of 2-amino-1,3,4-thiadiazole (2.0 g, 19.7 mmol) in pyridine (30 mL) under argon at −20° C. was added p-hexylbenzenesulfonyl chloride (5.48 g, 21 mmol) over 10 min. The reaction mixture was stirred at room temperature for 16 hours. Water (300 mL) was added to quench the reaction. The mixture was extracted with CH2Cl2 and the organic extracts washed with 2N HCl (2×150 mL), brine, dried over anhydrous Na2SO4, filtered, and concentrated. The residue was purified by flash chroma... The reactants are CC1(COB(OC1)C1=C(C=C(C(=O)OC)C=C1)C(=O)N1CC2=CC=CC=C2CC1)C (methyl 4-(5,5-dimethyl-1,3,2-dioxaborinan-2-yl)-3-(1,2,3,4-tetrahydroisoquinoline-2-carbonyl)benzoate), BrC=1N(C=C(N1)C(=O)N(CCCC)CCCC)COCC[Si](C)(C)C (2-bromo-N,N-dibutyl-1-((2-(trimethylsilyl) ethoxy)methyl)-1H-imidazole-4-carboxamide), [O-]P(=O)([O-])[O-].[K+].[K+].[K+] (K3PO4). Reagents/catalysts: C1=CC=C(C=C1)P([C-]2C=CC=C2)C3=CC=CC=C3.C1=CC=C(C=C1)P([C-]2C=CC=C2)C3=CC=CC=C3.Cl[Pd]Cl.[Fe+2] (Pd(dppf)2Cl2). Solvent: O1CCOCC1 (dioxane). Run at temperature 100 celsius. Yields the product C(CCC)N(C(=O)C=1N=C(N(C1)COCC[Si](C)(C)C)C1=C(C=C(C(=O)OC)C=C1)C(=O)N1CC2=CC=CC=C2CC1)CCCC (Methyl 4-(4-(dibutylcarbamoyl)-1-((2-(trimethylsilyl)ethoxy)methyl)-1H-imidazol-2-yl)-3-(1,2,3,4-tetrahydroisoquinoline-2-carbonyl)benzoate). The yield is 58.9%. As a reaction SMILES: CC1(C)COB([C:8]2[CH:17]=[CH:16][C:11]([C:12]([O:14][CH3:15])=[O:13])=[CH:10][C:9]=2[C:18]([N:20]2[CH2:29][CH2:28][C:27]3[C:22](=[CH:23][CH:24]=[CH:25][CH:26]=3)[CH2:21]2)=[O:19])OC1.Br[C:32]1[N:33]([CH2:48][O:49][CH2:50][CH2:51][Si:52]([CH3:55])([CH3:54])[CH3:53])[CH:34]=[C:35]([C:37]([N:39]([CH2:44][CH2:45][CH2:46][CH3:47])[CH2:40][CH2:41][CH2:42][CH3:43])=[O:38])[N:36]=1.[O-]P([O-])([O-])=O.[K+].[K+].[K+]>O1CCOCC1.C1C=CC(P(C2C=CC=CC=2)[C-]2C=CC=C2)=CC=1.C1C=CC(P(C2C=CC=CC=2)[C-]2C=CC=C2)=CC=1.Cl[Pd]Cl.[Fe+2]>[CH2:40]([N:39]([CH2:44][CH2:45][CH2:46][CH3:47])[C:37]([C:35]1[N:36]=[C:32]([C:8]2[CH:17]=[CH:16][C:11]([C:12]([O:14][CH3:15])=[O:13])=[CH:10][C:9]=2[C:18]([N:20]2[CH2:29][CH2:28][C:27]3[C:22](=[CH:23][CH:24]=[CH:25][CH:26]=3)[CH2:21]2)=[O:19])[N:33]([CH2:48][O:49][CH2:50][CH2:51][Si:52]([CH3:55])([CH3:54])[CH3:53])[CH:34]=1)=[O:38])[CH2:41][CH2:42][CH3:43] |f:2.3.4.5,7.8.9.10|. Procedure: To a solution of methyl 4-(5,5-dimethyl-1,3,2-dioxaborinan-2-yl)-3-(1,2,3,4-tetrahydroisoquinoline-2-carbonyl)benzoate (2.0 g, 5.05 mmol) in dioxane (40 mL) was added Pd(dppf)2Cl2 (77 mg, 0.10 mmol), 2-bromo-N,N-dibutyl-1-((2-(trimethylsilyl) ethoxy)methyl)-1H-imidazole-4-carboxamide (910 mg, 2.10 mmol) and K3PO4 (1.34 g, 6.31 mmol). The reaction mixture was degassed for 30 min, heated at 100° C. for 16 h and concentrated in vacuo. The resulting residue was dissolved in EtOAc and washed with wat... Starting materials: COCCOC (DME), CC1(OB(OC1(C)C)C1=C(C2=C(S1)C=CC=C2)C)C (4,4,5,5-tetramethyl-2-(3-methylbenzo[b]thiophen-2-yl)-[1,3,2]dioxaborolane), C(C)(C)(C)OC(=O)N1CCC(CC1)N1N=CC(=C1)C=1C=NC(=C(C1)Br)N (4-[4-(6-amino-5-bromopyridin-3-yl)-pyrazol-1-yl]piperidine-1-carboxylic acid tert-butyl ester), C([O-])([O-])=O.[K+].[K+] (potassium carbonate). The reagents and catalysts are C1(=CC=CC=C1)P([C-]1C=CC=C1)C1=CC=CC=C1.[C-]1(C=CC=C1)P(C1=CC=CC=C1)C1=CC=CC=C1.[Fe+2] (1,1′-bis(diphenylphosphino)ferrocene), Cl[Pd]Cl.C(Cl)Cl (dichloropalladium DCM). Solvent: O (water). Conditions: temperature 100 celsius. The product is C(C)(C)(C)OC(=O)N1CCC(CC1)N1N=CC(=C1)C=1C=NC(=C(C1)C1=C(C2=C(S1)C=CC=C2)C)N (4-{4-[6-Amino-5-(3-methylbenzo[b]thiophen-2-yl)-pyridin-3-yl]-pyrazol-1-yl}-piperidine-1-carboxylic acid tert-butyl ester). As a reaction SMILES: COCCOC.CC1(C)C(C)(C)OB([C:15]2[S:19][C:18]3[CH:20]=[CH:21][CH:22]=[CH:23][C:17]=3[C:16]=2[CH3:24])O1.[C:26]([O:30][C:31]([N:33]1[CH2:38][CH2:37][CH:36]([N:39]2[CH:43]=[C:42]([C:44]3[CH:45]=[N:46][C:47]([NH2:51])=[C:48](Br)[CH:49]=3)[CH:41]=[N:40]2)[CH2:35][CH2:34]1)=[O:32])([CH3:29])([CH3:28])[CH3:27].C(=O)([O-])[O-].[K+].[K+]>C1(P(C2C=CC=CC=2)[C-]2C=CC=C2)C=CC=CC=1.[C-]1(P(C2C=CC=CC=2)C2C=CC=CC=2)C=CC=C1.[Fe+2].Cl[Pd]Cl.C(Cl)Cl.O>[C:26]([O:30][C:31]([N:33]1[CH2:38][CH2:37][CH:36]([N:39]2[CH:43]=[C:42]([C:44]3[CH:45]=[N:46][C:47]([NH2:51])=[C:48]([C:15]4[S:19][C:18]5[CH:20]=[CH:21][CH:22]=[CH:23][C:17]=5[C:16]=4[CH3:24])[CH:49]=3)[CH:41]=[N:40]2)[CH2:35][CH2:34]1)=[O:32])([CH3:29])([CH3:27])[CH3:28] |f:3.4.5,6.7.8,9.10|. Procedure: To the DME solution of 4,4,5,5-tetramethyl-2-(3-methylbenzo[b]thiophen-2-yl)-[1,3,2]dioxaborolane (2.3 mL, 0.50 mmol, 2 eq.) from the previous step were added 4-[4-(6-amino-5-bromopyridin-3-yl)-pyrazol-1-yl]piperidine-1-carboxylic acid tert-butyl ester (BB3) (120 mg, 0.29 mmol, 1 eq.), potassium carbonate (104 mg, 0.75 mmol, 3 eq.), water (0.5 mL), and 1,1′-bis(diphenylphosphino)ferrocene]dichloropalladium DCM (10 mg, 0.01 mmol, 0.05 eq.). The mixture was evacuated and filled with nitrogen (3×) ...